Dataset: the Open Reaction Database (ORD), a public repository of structured organic reaction records. Task: describe an organic reaction: reactants, conditions, products, and yield Reactants: O (water), [OH-].[K+] (potassium hydroxide), BrCCCC (1-bromobutane), CN(C1CN(CC1)C1=CC=C(C=C1)NC(C1=CN=C(C=C1)O)=O)C (N-[4-(3-dimethylaminopyrrolidin-1-yl)-phenyl]-6-hydroxynicotinamide). Run in C(C)(=O)OCC (ethyl acetate), CS(=O)C (DMSO). Reaction conditions: time 10 minute. Yields the product C(CCC)OC1=NC=C(C(=O)NC2=CC=C(C=C2)N2CC(CC2)N(C)C)C=C1 (6-Butoxy-N-[4-(3-dimethylaminopyrrolidin-1-yl)phenyl]nicotinamide). RXN SMILES: [OH-].[K+].[CH3:3][N:4]([CH3:26])[CH:5]1[CH2:9][CH2:8][N:7]([C:10]2[CH:15]=[CH:14][C:13]([NH:16][C:17](=[O:25])[C:18]3[CH:23]=[CH:22][C:21]([OH:24])=[N:20][CH:19]=3)=[CH:12][CH:11]=2)[CH2:6]1.Br[CH2:28][CH2:29][CH2:30][CH3:31].O>CS(C)=O.C(OCC)(=O)C>[CH2:28]([O:24][C:21]1[CH:22]=[CH:23][C:18]([C:17]([NH:16][C:13]2[CH:12]=[CH:11][C:10]([N:7]3[CH2:8][CH2:9][CH:5]([N:4]([CH3:26])[CH3:3])[CH2:6]3)=[CH:15][CH:14]=2)=[O:25])=[CH:19][N:20]=1)[CH2:29][CH2:30][CH3:31] |f:0.1|. Procedure details: A solution of 0.1 g of potassium hydroxide in 1 ml of DMSO was stirred at room temperature for 10 minutes and then 0.1 g of N-[4-(3-dimethylaminopyrrolidin-1-yl)-phenyl]-6-hydroxynicotinamide was added. The reaction solution was stirred for 10 minutes and then 0.084 g of 1-bromobutane was added. The mixture was stirred at room temperature overnight. After addition of water and ethyl acetate, the aqueous phase was extracted three times with ethyl acetate. The combined organic phases were dried ov...